From a dataset of the Open Reaction Database (ORD), a public repository of structured organic reaction records. describe an organic reaction: reactants, conditions, products, and yield Starting materials: N(N)C1=CC(NC=C1)=O (4-hydrazinylpyridin-2(1H)-one), CC(C(CC#N)=O)(C)C (4,4-dimethyl-3-oxopentanenitrile). The product is NC1=CC(=NN1C1=CC=NC=C1)C(C)(C)C (4-(5-amino-3-tert-butyl-1H-pyrazol-1-yl)pyridin). Yield: 33.0%. As a reaction SMILES: [NH:1]([C:3]1[CH:8]=[CH:7][NH:6][C:5](=O)[CH:4]=1)[NH2:2].[CH3:10][C:11]([CH3:18])([CH3:17])[C:12](=O)[CH2:13][C:14]#[N:15]>>[NH2:15][C:14]1[N:1]([C:3]2[CH:8]=[CH:7][N:6]=[CH:5][CH:4]=2)[N:2]=[C:12]([C:11]([CH3:18])([CH3:17])[CH3:10])[CH:13]=1. Procedure: Following the procedure for Example 282A Step 1, 4-hydrazinylpyridin-2(1H)-one was heated at 80° C. overnight with 4,4-dimethyl-3-oxopentanenitrile. The reaction mixture was concentrated, triturated with DCM, and purified using silica gel chromatography eluting with a MeOH/DCM gradient (2-10%) to afford 4-(5-amino-3-tert-butyl-1H-pyrazol-1-yl)pyridin-2(1H-one (307 mg, 33% yield). 1H NMR (300 MHz, DMSO d6) δ 1.18 (s, 9H), 5.43 (s, 1H), 5.47 (s, 2H), 6.55 (s, 1H), 6.66 (m, 1H), 7.37 (d, 1H), 11.40... The reactants are CC=1C=C(C(=O)C2=CNC=3C=C4C(=CC3C2=O)OCO4)C=CC1C (7-(3,4-dimethyl-benzoyl)-5H-[1,3]dioxolo[4,5-g]quinolin-8-one), white solid, [H-].[Na+] (sodium hydride), Br.BrCC1=CC=NC=C1 (4-bromomethylpyridine hydrobromide). Solvent: CN(C=O)C (N,N-dimethylformamide). The product is CC=1C=C(C(=O)C2=CN(C=3C=C4C(=CC3C2=O)OCO4)CC4=CC=NC=C4)C=CC1C (7-(3,4-Dimethyl-benzoyl)-5-pyridin-4-ylmethyl-5H-[1,3]dioxolo[4,5-g]quinolin-8-one). As a reaction SMILES: [CH3:1][C:2]1[CH:3]=[C:4]([CH:21]=[CH:22][C:23]=1[CH3:24])[C:5]([C:7]1[C:16](=[O:17])[C:15]2[CH:14]=[C:13]3[O:18][CH2:19][O:20][C:12]3=[CH:11][C:10]=2[NH:9][CH:8]=1)=[O:6].[H-].[Na+].Br.Br[CH2:29][C:30]1[CH:35]=[CH:34][N:33]=[CH:32][CH:31]=1>CN(C)C=O>[CH3:1][C:2]1[CH:3]=[C:4]([CH:21]=[CH:22][C:23]=1[CH3:24])[C:5]([C:7]1[C:16](=[O:17])[C:15]2[CH:14]=[C:13]3[O:18][CH2:19][O:20][C:12]3=[CH:11][C:10]=2[N:9]([CH2:29][C:30]2[CH:35]=[CH:34][N:33]=[CH:32][CH:31]=2)[CH:8]=1)=[O:6] |f:1.2,3.4|. Reported procedure: Experimental conditions analogous to those described for Step 3 of Example 1, from 71 mg (0.22 mmol) of 7-(3,4-dimethyl-benzoyl)-5H-[1,3]dioxolo[4,5-g]quinolin-8-one, 23 mg of 60% sodium hydride, 72 mg of 4-bromomethylpyridine hydrobromide and 1.3 mL of N,N-dimethylformamide. Yield: 61 mg of a white solid: LC-MSD, m/z for C25H20N2O4 [M+H]+=413.5; HPLC retention time: 1.2 min. RXN SMILES: [CH3:15][OH:16].[CH3:1][O:2][N:3]=[C:4]([C:5]#[N:6])[c:7]1[n:8][cH:9][cH:10][n:11][cH:12]1.[K+:14].[OH-:13].[OH2:17]>>[CH3:1][O:2][N:3]=[C:4]([C:5]([NH2:6])=[O:13])[c:7]1[n:8][cH:9][cH:10][n:11][cH:12]1. The reactants are CO, CON=C(C#N)c1cnccn1, [K+], [OH-], O. The product is CON=C(C(N)=O)c1cnccn1. The reactants are N1=C(C=CC=C1)C1=CN=C2N1C=C(C=C2)C=2C(=NN(C2)C(C2=CC=CC=C2)(C2=CC=CC=C2)C2=CC=CC=C2)C2=CC=C(C(=O)O)C=C2 (4-{4-[3-(2-pyridyl)imidazo[1,2-a]pyridin-6-yl]-1-trityl-1H-3-pyrazolyl}benzoic acid), C1(=CC=CC=C1)P(=O)(C1=CC=CC=C1)N=[N+]=[N-] (diphenyl phosphoryl azide), C([O-])([O-])=O.[K+].[K+] (potassium carbonate), CN(C=O)C (N,N-dimethylformamide). Solvent: O (water), C(C)(=O)OCC (Ethyl acetate). Conditions: temperature 80 celsius, time 6 hour. The product is N1=C(C=CC=C1)C1=CN=C2N1C=C(C=C2)C=2C(=NN(C2)C(C2=CC=CC=C2)(C2=CC=CC=C2)C2=CC=CC=C2)C2=CC=C(N)C=C2 (4-{4-[3-(2-Pyridyl)imidazo[1,2-a]pyridin-6-yl]-1-trityl-1H-3-pyrazolyl}aniline). Yield: 31.5%. RXN SMILES: [N:1]1[CH:6]=[CH:5][CH:4]=[CH:3][C:2]=1[C:7]1[N:11]2[CH:12]=[C:13]([C:16]3[C:17]([C:40]4[CH:48]=[CH:47][C:43](C(O)=O)=[CH:42][CH:41]=4)=[N:18][N:19]([C:21]([C:34]4[CH:39]=[CH:38][CH:37]=[CH:36][CH:35]=4)([C:28]4[CH:33]=[CH:32][CH:31]=[CH:30][CH:29]=4)[C:22]4[CH:27]=[CH:26][CH:25]=[CH:24][CH:23]=4)[CH:20]=3)[CH:14]=[CH:15][C:10]2=[N:9][CH:8]=1.C1(P([N:63]=[N+]=[N-])(C2C=CC=CC=2)=O)C=CC=CC=1.C(=O)([O-])[O-].[K+].[K+].CN(C)C=O>O.C(OCC)(=O)C>[N:1]1[CH:6]=[CH:5][CH:4]=[CH:3][C:2]=1[C:7]1[N:11]2[CH:12]=[C:13]([C:16]3[C:17]([C:40]4[CH:41]=[CH:42][C:43]([NH2:63])=[CH:47][CH:48]=4)=[N:18][N:19]([C:21]([C:34]4[CH:39]=[CH:38][CH:37]=[CH:36][CH:35]=4)([C:22]4[CH:23]=[CH:24][CH:25]=[CH:26][CH:27]=4)[C:28]4[CH:33]=[CH:32][CH:31]=[CH:30][CH:29]=4)[CH:20]=3)[CH:14]=[CH:15][C:10]2=[N:9][CH:8]=1 |f:2.3.4|. Reported procedure: A mixture of 100 mg 4-{4-[3-(2-pyridyl)imidazo[1,2-a]pyridin-6-yl]-1-trityl-1H-3-pyrazolyl}benzoic acid obtained in Example 48, 44 mg diphenyl phosphoryl azide, 23 mg potassium carbonate, and 4 mL N,N-dimethylformamide was stirred at 80° C. for 6 hours. Ethyl acetate and water were added to the reaction solution, and the organic layer was separated, washed twice with water and then with brine, and dried over anhydrous sodium sulfate. The drying agent was filtered off, the filtrate was evaporated... The reactants are FC1=CC=C(C=C1)C1=NN(C=C1C=1C=CC2=C(N(C=N2)C2=NC=C(C(=O)N(C)C)C=C2)C1)C(C1=CC=CC=C1)(C1=CC=CC=C1)C1=CC=CC=C1 (6-{6-[3-(4-fluorophenyl)-1-trityl-1H-4-pyrazolyl]-1H-benzo[d]imidazol-1-yl}-N,N-dimethyl-nicotinamide). The solvent is solvent, O1CCCC1 (tetrahydrofuran), CO (methanol), Cl (hydrochloric acid). Run at time 3 hour. Yields the product FC1=CC=C(C=C1)C1=NNC=C1C=1C=CC2=C(N(C=N2)C2=NC=C(C(=O)N(C)C)C=C2)C1 (6-{6-[3-(4-Fluorophenyl)-1H-4-pyrazolyl]-1H-benzo[d]imidazol-1-yl}-N,N-dimethyl-nicotinamide). Yield: 87.5%. Reaction SMILES: [F:1][C:2]1[CH:7]=[CH:6][C:5]([C:8]2[C:12]([C:13]3[CH:14]=[CH:15][C:16]4[N:20]=[CH:19][N:18]([C:21]5[CH:31]=[CH:30][C:24]([C:25]([N:27]([CH3:29])[CH3:28])=[O:26])=[CH:23][N:22]=5)[C:17]=4[CH:32]=3)=[CH:11][N:10](C(C3C=CC=CC=3)(C3C=CC=CC=3)C3C=CC=CC=3)[N:9]=2)=[CH:4][CH:3]=1>O1CCCC1.CO.Cl>[F:1][C:2]1[CH:3]=[CH:4][C:5]([C:8]2[C:12]([C:13]3[CH:14]=[CH:15][C:16]4[N:20]=[CH:19][N:18]([C:21]5[CH:31]=[CH:30][C:24]([C:25]([N:27]([CH3:29])[CH3:28])=[O:26])=[CH:23][N:22]=5)[C:17]=4[CH:32]=3)=[CH:11][NH:10][N:9]=2)=[CH:6][CH:7]=1. Procedure details: 43 mg 6-{6-[3-(4-fluorophenyl)-1-trityl-1H-4-pyrazolyl]-1H-benzo[d]imidazol-1-yl}-N,N-dimethyl-nicotinamide (compound in Example 716) was dissolved in 8.0 mL solvent mixture of tetrahydrofuran and methanol (1:1), 3.0 mL of 5 N hydrochloric acid was added thereto, and the mixture was left at room temperature for 3 hours. The reaction solution was neutralized and then extracted with ethyl acetate. The extract was purified by silica gel column chromatography (ethyl acetate/methanol) and recrystalli...